Task: describe an organic reaction: reactants, conditions, products, and yield. Dataset: the Open Reaction Database (ORD), a public repository of structured organic reaction records The reactants are C1CCOC1, COC(=O)c1ccc(NC(=O)C(c2c3c(nn2-c2ccc(Cl)cc2)CCCCC3)C2CCCCC2)c(F)c1, CO, [Li+], [OH-]. Yields the product O=C(O)c1ccc(NC(=O)C(c2c3c(nn2-c2ccc(Cl)cc2)CCCCC3)C2CCCCC2)c(F)c1. As a reaction SMILES: [CH2:41]1[O:42][CH2:43][CH2:44][CH2:45]1.[CH3:1][O:2][C:3]([c:4]1[cH:5][c:6]([F:37])[c:7]([NH:10][C:11]([CH:12]([CH:13]2[CH2:14][CH2:15][CH2:16][CH2:17][CH2:18]2)[c:19]2[n:20](-[c:29]3[cH:30][cH:31][c:32]([Cl:35])[cH:33][cH:34]3)[n:21][c:22]3[c:23]2[CH2:24][CH2:25][CH2:26][CH2:27][CH2:28]3)=[O:36])[cH:8][cH:9]1)=[O:38].[CH3:46][OH:47].[Li+:39].[OH-:40]>>[O:2]=[C:3]([c:4]1[cH:5][c:6]([F:37])[c:7]([NH:10][C:11]([CH:12]([CH:13]2[CH2:14][CH2:15][CH2:16][CH2:17][CH2:18]2)[c:19]2[n:20](-[c:29]3[cH:30][cH:31][c:32]([Cl:35])[cH:33][cH:34]3)[n:21][c:22]3[c:23]2[CH2:24][CH2:25][CH2:26][CH2:27][CH2:28]3)=[O:36])[cH:8][cH:9]1)[OH:38]. Starting materials: FC=1C=C2C=C(N(C2=CC1)CC1=CC(=CC=C1)F)C(=O)O (5-fluoro-1-(3-fluorobenzyl)-1H-indole-2-carboxylic acid), CC1=NC(=CC=C1N)N1CCCC1 (2-methyl-6-(pyrrolidin-1-yl)-3-aminopyridine). The product is CC1=NC(=CC=C1NC(=O)C=1N(C2=CC=C(C=C2C1)F)CC1=CC(=CC=C1)F)N1CCCC1 (N-[2-Methyl-6-(pyrrolidin-1-yl)pyridin-3-yl]-5-fluoro-1-(3-fluorobenzyl)-1H-indole-2-carboxamide). Isolated yield 48.3%. As a reaction SMILES: [F:1][C:2]1[CH:3]=[C:4]2[C:8](=[CH:9][CH:10]=1)[N:7]([CH2:11][C:12]1[CH:17]=[CH:16][CH:15]=[C:14]([F:18])[CH:13]=1)[C:6]([C:19]([OH:21])=O)=[CH:5]2.[CH3:22][C:23]1[C:28]([NH2:29])=[CH:27][CH:26]=[C:25]([N:30]2[CH2:34][CH2:33][CH2:32][CH2:31]2)[N:24]=1>>[CH3:22][C:23]1[C:28]([NH:29][C:19]([C:6]2[N:7]([CH2:11][C:12]3[CH:17]=[CH:16][CH:15]=[C:14]([F:18])[CH:13]=3)[C:8]3[C:4]([CH:5]=2)=[CH:3][C:2]([F:1])=[CH:10][CH:9]=3)=[O:21])=[CH:27][CH:26]=[C:25]([N:30]2[CH2:34][CH2:33][CH2:32][CH2:31]2)[N:24]=1. Reported procedure: The process is carried out according to the method described in example 5.3, using 0.4 g (1.39 mmol) of 5-fluoro-1-(3-fluorobenzyl)-1H-indole-2-carboxylic acid (example 1.1) and 0.32 g (1.81 mmol) of 2-methyl-6-(pyrrolidin-1-yl)-3-aminopyridine (compound no. Vd), described in step 9.2. 0.3 g of the expected product is thus isolated. Reactants: CC1=NN(C(N1)=O)C1=CC=C(C=C1)SC=1C=C(C=CC1)C1(CCOCC1)C(=O)NCC#C (4-(3-{[4-(3-methyl-5-oxo-4,5-dihydro-1H-1,2,4-triazol-1-yl)phenyl]thio}phenyl)-N-prop-2-yn-1-yltetrahydro-2H-pyran-4-carboxamide), mercuric acetate. Run in C(C)(=O)O (acetic acid). The product is CC=1NC(N(N1)C1=CC=C(C=C1)SC1=CC(=CC=C1)C1(CCOCC1)C=1OC(=CN1)C)=O (5-methyl-2-[4-({3-[4-(5-methyl-1,3-oxazol-2-yl)tetrahydro-2H-pyran-4-yl]phenyl}thio)phenyl]-2,4-dihydro-3H-1,2,4-triazol-3-one). RXN SMILES: [CH3:1][C:2]1[NH:6][C:5](=[O:7])[N:4]([C:8]2[CH:13]=[CH:12][C:11]([S:14][C:15]3[CH:16]=[C:17]([C:21]4([C:27]([NH:29][CH2:30][C:31]#[CH:32])=[O:28])[CH2:26][CH2:25][O:24][CH2:23][CH2:22]4)[CH:18]=[CH:19][CH:20]=3)=[CH:10][CH:9]=2)[N:3]=1>C(O)(=O)C>[CH3:1][C:2]1[NH:6][C:5](=[O:7])[N:4]([C:8]2[CH:13]=[CH:12][C:11]([S:14][C:15]3[CH:20]=[CH:19][CH:18]=[C:17]([C:21]4([C:27]5[O:28][C:31]([CH3:32])=[CH:30][N:29]=5)[CH2:22][CH2:23][O:24][CH2:25][CH2:26]4)[CH:16]=3)=[CH:10][CH:9]=2)[N:3]=1. Procedure details: A solution of 4-(3-{[4-(3-methyl-5-oxo-4,5-dihydro-1H-1,2,4-triazol-1-yl)phenyl]thio}phenyl)-N-prop-2-yn-1-yltetrahydro-2H-pyran-4-carboxamide (1.0 mmol) (example 16) and mercuric acetate (0.11 mmol) in acetic acid is heated at reflux for about 3 hours. All the volatiles are removed under reduced pressure and an aqueous solution of saturated potassium carbonate is added to the residue. The mixture is then extracted with dichloromethane, and the organic layer is dried over anhydrous sodium sulpha... As a reaction SMILES: [C:37]([CH3:38])([CH3:39])([CH3:40])[Si:41]([O:42][CH:43]([CH3:44])[c:45]1[o:46][c:47]([CH2:50][n:51]2[n:52][cH:53][c:54]([NH2:56])[n:55]2)[cH:48][n:49]1)([CH3:57])[CH3:58].[CH2:33]([Cl:34])[CH2:35][Cl:36].[CH3:3][c:4]1[o:5][c:6](-[c:12]2[cH:13][c:14]([O:18][C:19]([F:20])([F:21])[F:22])[cH:15][cH:16][cH:17]2)[c:7]([C:9](=[O:10])[OH:11])[n:8]1.[CH3:62][N:63]([c:64]1[cH:65][cH:66][n:67][cH:68][cH:69]1)[CH3:70].[Cl:59][CH2:60][Cl:61].[N:1]#[N:2].[OH2:71].[OH:23][n:24]1[c:25]2[c:26]([cH:27][cH:28][cH:29][cH:30]2)[n:31][n:32]1>>[CH3:3][c:4]1[o:5][c:6](-[c:12]2[cH:13][c:14]([O:18][C:19]([F:20])([F:21])[F:22])[cH:15][cH:16][cH:17]2)[c:7]([C:9](=[O:11])[NH:56][c:54]2[cH:53][n:52][n:51]([CH2:50][c:47]3[o:46][c:45]([CH:43]([O:42][Si:41]([C:37]([CH3:38])([CH3:39])[CH3:40])([CH3:57])[CH3:58])[CH3:44])[n:49][cH:48]3)[n:55]2)[n:8]1. Reactants: CC(O[Si](C)(C)C(C)(C)C)c1ncc(Cn2ncc(N)n2)o1, ClCCCl, Cc1nc(C(=O)O)c(-c2cccc(OC(F)(F)F)c2)o1, CN(C)c1ccncc1, ClCCl, N#N, O, On1nnc2ccccc21. The product is Cc1nc(C(=O)Nc2cnn(Cc3cnc(C(C)O[Si](C)(C)C(C)(C)C)o3)n2)c(-c2cccc(OC(F)(F)F)c2)o1. Starting materials: O=C(O)C(F)(F)F, Cc1cccc(C(=O)Nc2cc(-c3cc4ccccc4o3)ccc2C(=O)OC(C)(C)C)c1C. Product: Cc1cccc(C(=O)Nc2cc(-c3cc4ccccc4o3)ccc2C(=O)O)c1C. RXN SMILES: [OH:34][C:35]([C:36]([F:37])([F:38])[F:39])=[O:40].[o:1]1[c:2](-[c:10]2[cH:11][c:12]([NH:23][C:24]([c:25]3[c:26]([CH3:32])[c:27]([CH3:31])[cH:28][cH:29][cH:30]3)=[O:33])[c:13]([C:14](=[O:15])[O:16][C:17]([CH3:18])([CH3:19])[CH3:20])[cH:21][cH:22]2)[cH:3][c:4]2[c:5]1[cH:6][cH:7][cH:8][cH:9]2>>[o:1]1[c:2](-[c:10]2[cH:11][c:12]([NH:23][C:24]([c:25]3[c:26]([CH3:32])[c:27]([CH3:31])[cH:28][cH:29][cH:30]3)=[O:33])[c:13]([C:14](=[O:15])[OH:16])[cH:21][cH:22]2)[cH:3][c:4]2[c:5]1[cH:6][cH:7][cH:8][cH:9]2.